From a dataset of the Open Reaction Database (ORD), a public repository of structured organic reaction records. describe an organic reaction: reactants, conditions, products, and yield Starting materials: FC1=C(C=CC(=C1)[N+](=O)[O-])OCCOC (2-fluoro-1-(2-methoxyethoxy)-4-nitrobenzene). The reagents and catalysts are [Pd] (Pd/C). The solvent is C(C)O (ethanol), [H][H] (hydrogen). The product is FC=1C=C(N)C=CC1OCCOC (3-fluoro-4-(2-methoxyethoxy)aniline). Yield: 92.9%. RXN SMILES: [F:1][C:2]1[CH:7]=[C:6]([N+:8]([O-])=O)[CH:5]=[CH:4][C:3]=1[O:11][CH2:12][CH2:13][O:14][CH3:15]>C(O)C.[H][H].[Pd]>[F:1][C:2]1[CH:7]=[C:6]([CH:5]=[CH:4][C:3]=1[O:11][CH2:12][CH2:13][O:14][CH3:15])[NH2:8]. Reported procedure: To a stirred solution of 2-fluoro-1-(2-methoxyethoxy)-4-nitrobenzene (2.5 g, 11.62 mmol, 1.0 eq.) in ethanol (20 mL) was added 10% Pd/C (500 mg) and stirred in hydrogen gas atmosphere for 16 h at RT. The catalyst was filtered over a celite pad and the filtrate was concentrated to get 3-fluoro-4-(2-methoxyethoxy)aniline (2.0 g, 93.9%; TLC system: EtOAc/PE (3:7), Rf: 0.3).